This data is from the Open Reaction Database (ORD), a public repository of structured organic reaction records. The task is: describe an organic reaction: reactants, conditions, products, and yield Reactants: FC=1C=CC(=C(C1)C(CC(CNC1=NC=CC2=CC=CC=C12)(O)C(F)(F)F)(C)C)OC (4-(5-fluoro-2-methoxyphenyl)-1-(isoquinolin-1-ylamino)-4-methyl-2-(trifluoromethyl)pentan-2-ol), B(Br)(Br)Br.C(Cl)Cl (boron tribromide CH2Cl2). The solvent is CCCCCC.C(C)(=O)OCC (hexane ethyl acetate). Yields the product FC=1C=CC(=C(C1)C(CC(CNC1=NC=CC2=CC=CC=C12)(O)C(F)(F)F)(C)C)O (4-(5-Fluoro-2-hydroxyphenyl)-1-(isoquinolin-1-ylamino)-4-methyl-2-(trifluoromethyl)pentan-2-ol). Yield: 52.1%. RXN SMILES: [F:1][C:2]1[CH:3]=[CH:4][C:5]([O:30]C)=[C:6]([C:8]([CH3:29])([CH3:28])[CH2:9][C:10]([C:24]([F:27])([F:26])[F:25])([OH:23])[CH2:11][NH:12][C:13]2[C:22]3[C:17](=[CH:18][CH:19]=[CH:20][CH:21]=3)[CH:16]=[CH:15][N:14]=2)[CH:7]=1.B(Br)(Br)Br.C(Cl)Cl>CCCCCC.C(OCC)(=O)C>[F:1][C:2]1[CH:3]=[CH:4][C:5]([OH:30])=[C:6]([C:8]([CH3:28])([CH3:29])[CH2:9][C:10]([C:24]([F:25])([F:26])[F:27])([OH:23])[CH2:11][NH:12][C:13]2[C:22]3[C:17](=[CH:18][CH:19]=[CH:20][CH:21]=3)[CH:16]=[CH:15][N:14]=2)[CH:7]=1 |f:1.2,3.4|. Procedure: Analogously to Example 2, 65 mg (0.15 mmol) of 4-(5-fluoro-2-methoxyphenyl)-1-(isoquinolin-1-ylamino)-4-methyl-2-(trifluoromethyl)pentan-2-ol is reacted with 2.7 ml of 1 M boron tribromide-CH2Cl2 solution. After chromatography on silica gel with hexane-ethyl acetate (0-80%), 33 mg of the product is obtained. Product: C(\C=C/C(=O)O)(=O)O (maleic acid), C1(\C=C/C(=O)O1)=O (maleic anhydride), monoalkali metal maleate, C(\C=C/C(=O)O)(=O)[O-].[NH4+] (monoammonium maleate). RXN SMILES: [OH-].[Na+].[OH-].[K+].[NH3:5].[C:6]([OH:13])(=[O:12])/[CH:7]=[CH:8]\[C:9]([OH:11])=[O:10].[C:14]1(=[O:20])[O:19][C:17](=[O:18])[CH:16]=[CH:15]1>>[C:6]([OH:13])(=[O:12])/[CH:7]=[CH:8]\[C:9]([OH:11])=[O:10].[C:17]1(=[O:18])[O:19][C:14](=[O:20])[CH:15]=[CH:16]1.[C:6]([O-:13])(=[O:12])/[CH:7]=[CH:8]\[C:9]([OH:11])=[O:10].[NH4+:5] |f:0.1,2.3,9.10|. Reactants: alkali metal hydroxide, [OH-].[Na+] (sodium hydroxide), [OH-].[K+] (potassium hydroxide), N (ammonia), C(\C=C/C(=O)O)(=O)O (maleic acid), C1(\C=C/C(=O)O1)=O (maleic anhydride). Procedure details: The process of the present invention will now be described in detail. First, an aqueous solution of maleic acid or maleic anhydride is prepared. Then, an aqueous solution of an alkali metal hydroxide such as sodium hydroxide or potassium hydroxide or aqueous ammonia is added to the solution in a quantity equimolar to maleic acid or maleic anhydride or a quantity excess by up to 10 molar % to obtain an aqueous solution of a monoalkali metal maleate or monoammonium maleate having a pH of 3.5 to 5....